This data is from the Open Reaction Database (ORD), a public repository of structured organic reaction records. The task is: describe an organic reaction: reactants, conditions, products, and yield Reactants: CO, COC(=O)c1cncn1C, ClCCl. Product: COC(=O)c1cnc(CO)n1C. RXN SMILES: [CH3:14][OH:15].[CH3:1][O:2][C:3](=[O:4])[c:5]1[n:6]([CH3:10])[cH:7][n:8][cH:9]1.[Cl:11][CH2:12][Cl:13]>>[CH3:1][O:2][C:3](=[O:4])[c:5]1[n:6]([CH3:10])[c:7]([CH2:14][OH:15])[n:8][cH:9]1. The reactants are C(CCC)OCCOC1=CC=C(C=C1)C=1C=CC2=C(C=C(CCN2)C(=O)NC2=CC=C(C=C2)CN(C2CCCOC2)C)C1 (7-(4-butoxyethoxyphenyl)-N-[4-[[N-methyl-N-(tetrahydropyran-5-yl)amino]methyl]phenyl]-2,3-dihydro-1-benzazepine-4-carboxamide), CN(C)C=O (DMF), CC1(OCCO1)CC(=O)O (2-methyldioxolane-2-ylacetic acid), S(=O)(Cl)Cl (thionyl chloride). Run in O1CCCC1 (tetrahydrofuran), N1=CC=CC=C1 (pyridine), O1CCCC1 (tetrahydrofuran). Conditions: time 1 hour. Yields the product C(CCC)OCCOC1=CC=C(C=C1)C=1C=CC2=C(C=C(CCN2C(CC2(OCCO2)C)=O)C(=O)NC2=CC=C(C=C2)CN(C2CCCOC2)C)C1 (7-(4-butoxyethoxyphenyl)-1-(2-(2-methyl-1,3-dioxolan-2-yl)acetyl]-N-[4-[[N-methyl-N-(tetrahydropyran-5-yl)amino]methyl]phenyl]-2,3-dihydro-1-benzazepine-4-carboxamide). Reaction SMILES: CN(C=O)C.[CH3:6][C:7]1([CH2:12][C:13]([OH:15])=O)[O:11][CH2:10][CH2:9][O:8]1.S(Cl)(Cl)=O.[CH2:20]([O:24][CH2:25][CH2:26][O:27][C:28]1[CH:33]=[CH:32][C:31]([C:34]2[CH:35]=[CH:36][C:37]3[NH:43][CH2:42][CH2:41][C:40]([C:44]([NH:46][C:47]4[CH:52]=[CH:51][C:50]([CH2:53][N:54]([CH3:61])[CH:55]5[CH2:60][O:59][CH2:58][CH2:57][CH2:56]5)=[CH:49][CH:48]=4)=[O:45])=[CH:39][C:38]=3[CH:62]=2)=[CH:30][CH:29]=1)[CH2:21][CH2:22][CH3:23]>O1CCCC1.N1C=CC=CC=1>[CH2:20]([O:24][CH2:25][CH2:26][O:27][C:28]1[CH:29]=[CH:30][C:31]([C:34]2[CH:35]=[CH:36][C:37]3[N:43]([C:13](=[O:15])[CH2:12][C:7]4([CH3:6])[O:8][CH2:9][CH2:10][O:11]4)[CH2:42][CH2:41][C:40]([C:44]([NH:46][C:47]4[CH:48]=[CH:49][C:50]([CH2:53][N:54]([CH3:61])[CH:55]5[CH2:60][O:59][CH2:58][CH2:57][CH2:56]5)=[CH:51][CH:52]=4)=[O:45])=[CH:39][C:38]=3[CH:62]=2)=[CH:32][CH:33]=1)[CH2:21][CH2:22][CH3:23]. Procedure: One droplet of DMF was added to a solution of 2-methyldioxolane-2-ylacetic acid in tetrahydrofuran (10 ml). Then, thionyl chloride (80 mg) was added at 0° C., the temperature was returned to room temperature, and the mixture was stirred under nitrogen atmosphere for 1 hour. This solution was added to a solution of 7-(4-butoxyethoxyphenyl)-N-[4-[[N-methyl-N-(tetrahydropyran-5-yl)amino]methyl]phenyl]-2,3-dihydro-1-benzazepine-4-carboxamide (100 mg) and pyridine (528 mg) in tetrahydrofuran (20 ml) ...